describe an organic reaction: reactants, conditions, products, and yield From a dataset of the Open Reaction Database (ORD), a public repository of structured organic reaction records. The reactants are OCCC1=CC=C(C=C1)CC(C(=O)OCC)OC(C)C (ethyl 3-[4-(2-hydroxyethyl)phenyl]-2-isopropoxypropanoate), FC(C1=CC=C(C=C1)N=C=O)(F)F (α,α,α-trifluoro-p-tolylisocyanate). Product: C(C)(C)OC(C(=O)O)CC1=CC=C(C=C1)CCOC(NC1=CC=C(C=C1)C(F)(F)F)=O (2-Isopropoxy-3-[4-(2-{[4-(trifluoromethyl)-phenyl]carbamoyloxy}ethyl)phenyl]propanoic acid). As a reaction SMILES: [OH:1][CH2:2][CH2:3][C:4]1[CH:9]=[CH:8][C:7]([CH2:10][CH:11]([O:17][CH:18]([CH3:20])[CH3:19])[C:12]([O:14]CC)=[O:13])=[CH:6][CH:5]=1.[F:21][C:22]([F:33])([F:32])[C:23]1[CH:28]=[CH:27][C:26]([N:29]=[C:30]=[O:31])=[CH:25][CH:24]=1>>[CH:18]([O:17][CH:11]([CH2:10][C:7]1[CH:6]=[CH:5][C:4]([CH2:3][CH2:2][O:1][C:30](=[O:31])[NH:29][C:26]2[CH:27]=[CH:28][C:23]([C:22]([F:21])([F:33])[F:32])=[CH:24][CH:25]=2)=[CH:9][CH:8]=1)[C:12]([OH:14])=[O:13])([CH3:19])[CH3:20]. Procedure: Using ethyl 3-[4-(2-hydroxyethyl)phenyl]-2-isopropoxypropanoate and α,α,α-trifluoro-p-tolylisocyanate, the title compound was obtained in the same manner as described in Example 148. Reported procedure: Reaction of 2-nitrothiophen-5-carboxaldehyde and thien-3-ylsulfonylacetonitrile as in Example 1 gave (E)-3-(2-nitrothien-5-yl)-2-(thien-3-ylsulfonyl)acrylonitrile Yields the product [N+](=O)([O-])C=1SC(=CC1)/C=C(\C#N)/S(=O)(=O)C1=CSC=C1 ((E)-3-(2-nitrothien-5-yl)-2-(thien-3-ylsulfonyl)acrylonitrile). Starting materials: [N+](=O)([O-])C=1SC(=CC1)C=O (2-nitrothiophen-5-carboxaldehyde), S1C=C(C=C1)S(=O)(=O)CC#N (thien-3-ylsulfonylacetonitrile). Reaction SMILES: [N+:1]([C:4]1[S:5][C:6]([CH:9]=O)=[CH:7][CH:8]=1)([O-:3])=[O:2].[S:11]1[CH:15]=[CH:14][C:13]([S:16]([CH2:19][C:20]#[N:21])(=[O:18])=[O:17])=[CH:12]1>>[N+:1]([C:4]1[S:5][C:6](/[CH:9]=[C:19](/[S:16]([C:13]2[CH:14]=[CH:15][S:11][CH:12]=2)(=[O:18])=[O:17])\[C:20]#[N:21])=[CH:7][CH:8]=1)([O-:3])=[O:2]. Reactants: CCOC(C)=O, CC#N, Cn1nc(C(F)F)c(C=O)c1F, [O-][I+3]([O-])([O-])O, O=[Cr](=O)([O-])Cl, c1cc[nH+]cc1. Yields the product Cn1nc(C(F)F)c(C(=O)O)c1F. RXN SMILES: [CH3:29][CH2:30][O:31][C:32](=[O:33])[CH3:34].[CH3:35][C:36]#[N:37].[F:6][c:7]1[c:8]([CH:16]=[O:17])[c:9]([CH:13]([F:14])[F:15])[n:10][n:11]1[CH3:12].[I+3:1]([OH:2])([O-:3])([O-:4])[O-:5].[O:18]=[Cr:19]([Cl:20])([O-:21])=[O:22].[nH+:23]1[cH:24][cH:25][cH:26][cH:27][cH:28]1>>[F:6][c:7]1[c:8]([C:16](=[O:17])[OH:18])[c:9]([CH:13]([F:14])[F:15])[n:10][n:11]1[CH3:12]. Starting materials: Brc1ccc2[nH]c(C3=NOC4(CCCCC4)C3)nc2c1, CC1(C)OB(O)c2ccccc21. Yields the product CC(C)(O)c1ccccc1-c1ccc2[nH]c(C3=NOC4(CCCCC4)C3)nc2c1. RXN SMILES: [Br:1][c:2]1[cH:3][c:4]2[c:5]([nH:6][c:7]([C:9]3=[N:10][O:11][C:12]4([CH2:13]3)[CH2:14][CH2:15][CH2:16][CH2:17][CH2:18]4)[n:8]2)[cH:19][cH:20]1.[CH3:21][C:22]1([CH3:32])[c:23]2[c:24]([cH:28][cH:29][cH:30][cH:31]2)[B:25]([OH:27])[O:26]1>>[c:2]1(-[c:24]2[c:23]([C:22]([CH3:21])([OH:26])[CH3:32])[cH:31][cH:30][cH:29][cH:28]2)[cH:3][c:4]2[c:5]([nH:6][c:7]([C:9]3=[N:10][O:11][C:12]4([CH2:13]3)[CH2:14][CH2:15][CH2:16][CH2:17][CH2:18]4)[n:8]2)[cH:19][cH:20]1. Starting materials: N(=O)[O-].[Na+] (Sodium nitrite), C(C)(=O)[O-].[Na+] (sodium acetate), NC=1C=C(C(=O)O)C=CC1C (3-amino-4-methyl benzoic acid), Cl (hydrochloric acid), CC(C)(C)S (2-methyl-2-propanethiol). Reported procedure: To a mixture of 3-amino-4-methyl benzoic acid (5.0 g) in water (50 mL) was added concentrated hydrochloric acid (15 mL). The mixture was chilled to 0° C. in an ice/acetone bath. Sodium nitrite (2.28 g) was dissolved in water (10 mL) and slowly added to the mixture at 0° C. The pH was adjusted to 6 with saturated sodium acetate and 2-methyl-2-propanethiol (1.8 mL) was added. The mixture was stirred for 1 h and the resulting solids were collected by filtration, washed with water and dried under re... Reaction SMILES: [NH2:1][C:2]1[CH:3]=[C:4]([CH:8]=[CH:9][C:10]=1[CH3:11])[C:5]([OH:7])=[O:6].Cl.[N:13]([O-])=O.[Na+].C([O-])(=O)C.[Na+].[CH3:22][C:23]([SH:26])([CH3:25])[CH3:24]>O>[C:23]([S:26]/[N:13]=[N:1]/[C:2]1[CH:3]=[C:4]([CH:8]=[CH:9][C:10]=1[CH3:11])[C:5]([OH:7])=[O:6])([CH3:25])([CH3:24])[CH3:22] |f:2.3,4.5|. Yields the product C(C)(C)(C)S/N=N/C=1C=C(C(=O)O)C=CC1C (3-[(E)-(Tert-butylthio)diazenyl]-4-methylbenzoic acid). Run in O (water), O (water). Conditions: temperature 0 celsius, time 1 hour. Starting materials: C(C)(C)(C)OC(=O)NC(=NC1=C(C=CC(=C1)C1=NC=CC(=C1)C)OC)NC(=O)OC(C)(C)C (N,N′-bis(tert-butoxycarbonyl)-N″-(2-methoxy-5-(4-methylpyridin-2-yl)phenyl)guanidine), Cl (hydrogen chloride). Run in ClCCl (dichloromethane), O1CCOCC1 (1,4-dioxane). Conditions: time 24 hour. Yields the product Cl.Cl.COC1=C(C=C(C=C1)C1=NC=CC(=C1)C)NC(=N)N ((2-methoxy-5-(4-methylpyridin-2-yl)phenyl)guanidine dihydrochloride). As a reaction SMILES: C(OC([NH:8][C:9]([NH:26]C(OC(C)(C)C)=O)=[N:10][C:11]1[CH:16]=[C:15]([C:17]2[CH:22]=[C:21]([CH3:23])[CH:20]=[CH:19][N:18]=2)[CH:14]=[CH:13][C:12]=1[O:24][CH3:25])=O)(C)(C)C.[ClH:34]>ClCCl.O1CCOCC1>[ClH:34].[ClH:34].[CH3:25][O:24][C:12]1[CH:13]=[CH:14][C:15]([C:17]2[CH:22]=[C:21]([CH3:23])[CH:20]=[CH:19][N:18]=2)=[CH:16][C:11]=1[NH:10][C:9]([NH2:26])=[NH:8] |f:4.5.6|. Procedure: To a solution of N,N′-bis(tert-butoxycarbonyl)-N″-(2-methoxy-5-(4-methylpyridin-2-yl)phenyl)guanidine (200 mg) in dichloromethane (2 ml) was added a solution of hydrogen chloride in 1,4-dioxane (4N, 4 ml), and the mixture was stirred at room temperature for 24 hours. The solvent was evaporated under reduced pressure. To the residue was added 5% ethanol in ethyl acetate (100 ml), and the resultant precipitate was collected by filtration and dried under reduced pressure to give (2-methoxy-5-(4-met... Starting materials: ClC1=C(C=CC=C1)C(C#N)O (2-(2-chlorophenyl)-2-hydroxyacetonitrile), C1(=CC=C(C=C1)S(=O)(=O)Cl)C (4-toluene sulfonyl chloride), [OH-].[Na+] (NaOH). Run in C1(=CC=CC=C1)C (toluene). Yields the product CC1=CC=C(C=C1)S(=O)(=O)OC(C#N)C1=C(C=CC=C1)Cl ((±) (2-chlorophenyl)(cyano)methyl 4-methylbenzenesulfonate). Isolated yield 90.6%. RXN SMILES: [Cl:1][C:2]1[CH:7]=[CH:6][CH:5]=[CH:4][C:3]=1[CH:8]([OH:11])[C:9]#[N:10].[C:12]1([CH3:22])[CH:17]=[CH:16][C:15]([S:18](Cl)(=[O:20])=[O:19])=[CH:14][CH:13]=1.[OH-].[Na+]>C1(C)C=CC=CC=1>[CH3:22][C:12]1[CH:17]=[CH:16][C:15]([S:18]([O:11][CH:8]([C:3]2[CH:4]=[CH:5][CH:6]=[CH:7][C:2]=2[Cl:1])[C:9]#[N:10])(=[O:20])=[O:19])=[CH:14][CH:13]=1 |f:2.3|. Procedure: 2-(2-chlorophenyl)-2-hydroxyacetonitrile (16.8 g, 0.1 mol) and 4-toluene sulfonyl chloride (21 g, 0.11 mol) was dissolved in toluene (100 mL) in a suitable reaction flask. Aqueous 5% NaOH (100 g, 0.125 mol) was added dropwise at 0-5° C. and the reaction continued at 10-15° C. until the reaction was completed by TLC monitoring. The organic layer was separated and the aqueous layer was extracted with toluene (50 ml×2). The combined organic layer was washed with water. After removal of toluene unde...